Dataset: the Open Reaction Database (ORD), a public repository of structured organic reaction records. Task: describe an organic reaction: reactants, conditions, products, and yield Reactants: FC=1C=CC2=C(C(C(=C(O2)C2=CC=C(C=C2)S(=O)(=O)C)I)=O)C1 (6-fluoro-3-iodo-2-(4-(methylsulfonyl)phenyl)-4H-1-benzopyran-4-one), COC=1C(=C(C(=NC1)OC)B([O-])[O-])OC.[Li+].[Li+] (lithium trimethoxy-3-pyridinylboronate). Yields the product FC=1C=CC2=C(C(C(=C(O2)C2=CC=C(C=C2)S(=O)(=O)C)C=2C=NC=CC2)=O)C1 (6-Fluoro-2-(4-(methylsulfonyl)phenyl)-3-(3-pyridinyl)-4H-1-benzopyran-4-one). As a reaction SMILES: [F:1][C:2]1[CH:3]=[CH:4][C:5]2[O:10][C:9]([C:11]3[CH:16]=[CH:15][C:14]([S:17]([CH3:20])(=[O:19])=[O:18])=[CH:13][CH:12]=3)=[C:8](I)[C:7](=[O:22])[C:6]=2[CH:23]=1.CO[C:26]1[C:27](OC)=[C:28](B([O-])[O-])[C:29](OC)=[N:30][CH:31]=1.[Li+].[Li+]>>[F:1][C:2]1[CH:3]=[CH:4][C:5]2[O:10][C:9]([C:11]3[CH:16]=[CH:15][C:14]([S:17]([CH3:20])(=[O:19])=[O:18])=[CH:13][CH:12]=3)=[C:8]([C:28]3[CH:29]=[N:30][CH:31]=[CH:26][CH:27]=3)[C:7](=[O:22])[C:6]=2[CH:23]=1 |f:1.2.3|. Procedure details: The title compound was prepared from 6-fluoro-3-iodo-2-(4-(methylsulfonyl)phenyl)-4H-1-benzopyran-4-one and lithium trimethoxy-3-pyridinylboronate by the same method as described in Step 5 of Example 1. Reactants: COC([C@H](NC([C@@H](NC([C@H](NC([C@@H](NC(=O)OCCCC)CC1=CNC2=CC=CC=C12)=O)CC1=CC=C(C=C1)OCC1=CC=CC=C1)=O)COCC1=CC=CC=C1)=O)C)=O (Nα-Butoxycarbonyl-L-tryptophyl-O-benzyl-D-tyrosyl-O-benzyl-L-seryl-D-alanine methyl ester), C(C1=CC=CC=C1)ON[C@@H](C(C1=CNC2=CC=CC=C12)=C=O)C(=O)N[C@H](CC1=CC=C(C=C1)OCC1=CC=CC=C1)C(=O)N[C@@H](COCC1=CC=CC=C1)C(=O)N[C@H](C)C(=O)O (Nα-benzyloxy-carbonyl-L-tryptophyl-O-benzyl-D-tyrosyl-O-benzyl-L-seryl-D-alanine), C(C1=CC=CC=C1)OC(=O)N[C@@H](CC1=CNC2=CC=CC=C12)C(=O)O (Nα-benzyloxycarbonyl-L-tryptophan), C1(CCCCC1)N=C=NC1CCCCC1 (dicyclohexylcarbodiimide). The solvent is CN(C=O)C (dimethylformamide), C(C)N(CC)CC (triethylamine), CO (methanol). The product is COC([C@H](NC([C@@H](NC([C@H](NC([C@@H](NC(=O)OCC1=CC=CC=C1)CC1=CNC2=CC=CC=C12)=O)CC1=CC=C(C=C1)OCC1=CC=CC=C1)=O)COCC1=CC=CC=C1)=O)C)=O (Nα-Benzyloxycarbonyl-L-tryptophyl-O-benzyl-D-tyrosyl-O-benzyl-L-seryl-D-alanine methyl ester). RXN SMILES: [CH3:1][O:2][C:3](=[O:60])[C@@H:4]([CH3:59])[NH:5][C:6](=[O:58])[C@H:7]([CH2:49][O:50][CH2:51][C:52]1[CH:57]=[CH:56][CH:55]=[CH:54][CH:53]=1)[NH:8][C:9](=[O:48])[C@@H:10]([CH2:33][C:34]1[CH:39]=[CH:38][C:37]([O:40][CH2:41][C:42]2[CH:47]=[CH:46][CH:45]=[CH:44][CH:43]=2)=[CH:36][CH:35]=1)[NH:11][C:12](=[O:32])[C@H:13]([CH2:22][C:23]1[C:31]2[C:26](=[CH:27][CH:28]=[CH:29][CH:30]=2)[NH:25][CH:24]=1)[NH:14][C:15]([O:17][CH2:18][CH2:19][CH2:20][CH3:21])=[O:16].[CH2:61](OC(N[C@H](C(O)=O)CC1C2C(=CC=CC=2)NC=1)=O)[C:62]1C=CC=C[CH:63]=1.C1(N=C=NC2CCCCC2)CCCCC1.C(ON[C@H](C(N[C@@H](C(N[C@H](C(N[C@@H](C(O)=O)C)=O)COCC1C=CC=CC=1)=O)CC1C=CC(OCC2C=CC=CC=2)=CC=1)=O)C(=C=O)C1C2C(=CC=CC=2)NC=1)C1C=CC=CC=1>CN(C)C=O.CO.C(N(CC)CC)C>[CH3:1][O:2][C:3](=[O:60])[C@@H:4]([CH3:59])[NH:5][C:6](=[O:58])[C@H:7]([CH2:49][O:50][CH2:51][C:52]1[CH:57]=[CH:56][CH:55]=[CH:54][CH:53]=1)[NH:8][C:9](=[O:48])[C@@H:10]([CH2:33][C:34]1[CH:35]=[CH:36][C:37]([O:40][CH2:41][C:42]2[CH:47]=[CH:46][CH:45]=[CH:44][CH:43]=2)=[CH:38][CH:39]=1)[NH:11][C:12](=[O:32])[C@H:13]([CH2:22][C:23]1[C:31]2[C:26](=[CH:27][CH:28]=[CH:29][CH:30]=2)[NH:25][CH:24]=1)[NH:14][C:15]([O:17][CH2:18][C:19]1[CH:63]=[CH:62][CH:61]=[CH:21][CH:20]=1)=[O:16]. Procedure: Nα-t-Butoxycarbonyl-O-benzyl-O-tyrosyl-O-benzyl-L-seryl-D-alanine resin (Example 11), 6.4 g., 5.1 mmol, is coupled with 2.23 g., 6.3 mmol, of Nα-benzyloxycarbonyl-L-tryptophan and 1.3 g., 6.3 mmol, of dicyclohexylcarbodiimide according to the general procedure of Example 1. The resulting Nα-benzyloxy-carbonyl-L-tryptophyl-O-benzyl-D-tyrosyl-O-benzyl-L-seryl-D-alanine resin is mixed with 20 ml. of triethylamine, 150 ml. of methanol and 50 ml. of dimethylformamide and let stand overnight. After fi...